Task: describe an organic reaction: reactants, conditions, products, and yield. Dataset: the Open Reaction Database (ORD), a public repository of structured organic reaction records As a reaction SMILES: [Cl:1][C:2]1[C:11]2[C:6](=[CH:7][CH:8]=[CH:9][CH:10]=2)[N:5]=[C:4]([C:12]2[CH:17]=[CH:16][C:15]([O:18][CH3:19])=[CH:14][CH:13]=2)[CH:3]=1.[NH:20]1[CH2:26][CH2:25][CH2:24][C@@H:21]1[CH2:22][OH:23]>CO>[ClH:1].[CH3:19][O:18][C:15]1[CH:16]=[CH:17][C:12]([C:4]2[CH:3]=[C:2]([N:20]3[CH2:26][CH2:25][CH2:24][C@@H:21]3[CH2:22][OH:23])[C:11]3[C:6](=[CH:7][CH:8]=[CH:9][CH:10]=3)[N:5]=2)=[CH:13][CH:14]=1 |f:3.4|. The reactants are ClC1=CC(=NC2=CC=CC=C12)C1=CC=C(C=C1)OC (4-chloro-2-(4-methoxy-phenyl)-quinoline), N1[C@@H](CO)CCC1 (D-prolinol). The product is Cl.COC1=CC=C(C=C1)C1=NC2=CC=CC=C2C(=C1)N1[C@H](CCC1)CO ((R)-{1-[2-(4-Methoxy-phenyl)-quinolin-4-yl]-pyrrolidin-2-yl}-methanol hydrochloride). Procedure: The title compound, m.p. 148-160° C., [α]D20=−62.6° (c=0.51, methanol) and MS: m/e=334 (M+), was prepared from 4-chloro-2-(4-methoxy-phenyl)-quinoline and D-prolinol. Solvent: CO (methanol). Starting materials: C(C)(C)(C)OC(=O)N1CCN(CCC1)C(=O)C=1C=C2C=C(NC2=CC1)C(=O)O (5-(4-tert-butoxycarbonyl-[1,4]diazepane-1-carbonyl)-1H-indole-2-carboxylic acid), Cl.CS(=O)(=O)N1CCNCC1 (1-methanesulfonyl-piperazine hydrochloride). Yields the product C(C)(C)(C)OC(=O)N1CCN(CCC1)C(=O)C=1C=C2C=C(NC2=CC1)C(=O)N1CCN(CC1)S(=O)(=O)C (4-[2-(4-Methanesulfonyl-piperazine-1-carbonyl)-1H-indole-5-carbonyl]-[1,4]diazepane-1-carboxylic acid tert-butyl ester). As a reaction SMILES: [C:1]([O:5][C:6]([N:8]1[CH2:14][CH2:13][CH2:12][N:11]([C:15]([C:17]2[CH:18]=[C:19]3[C:23](=[CH:24][CH:25]=2)[NH:22][C:21]([C:26]([OH:28])=O)=[CH:20]3)=[O:16])[CH2:10][CH2:9]1)=[O:7])([CH3:4])([CH3:3])[CH3:2].Cl.[CH3:30][S:31]([N:34]1[CH2:39][CH2:38][NH:37][CH2:36][CH2:35]1)(=[O:33])=[O:32]>>[C:1]([O:5][C:6]([N:8]1[CH2:14][CH2:13][CH2:12][N:11]([C:15]([C:17]2[CH:18]=[C:19]3[C:23](=[CH:24][CH:25]=2)[NH:22][C:21]([C:26]([N:37]2[CH2:38][CH2:39][N:34]([S:31]([CH3:30])(=[O:33])=[O:32])[CH2:35][CH2:36]2)=[O:28])=[CH:20]3)=[O:16])[CH2:10][CH2:9]1)=[O:7])([CH3:4])([CH3:2])[CH3:3] |f:1.2|. Reported procedure: The title compound was synthesized in analogy to example 47a), from 5-(4-tert-butoxycarbonyl-[1,4]diazepane-1-carbonyl)-1H-indole-2-carboxylic acid and 1-methanesulfonyl-piperazine hydrochloride. Off-white powder. MS (m/z): 534.4 (M+H)+. Reactants: C(#N)C1=CC=C(C=C1)OCC1=NC2=CC(=CC=C2C(=C1)C)N(CC(=O)OCC)S(=O)(=O)C=1C=CC=C2C=CC=NC12 (2-[(4-cyanophenyl)-oxymethyl]-4-methyl-7-[N-(ethoxycarbonylmethyl)-quinoline-8-sulphonylamino)-quinoline), Cl.C([O-])([O-])=O.[NH4+].[NH4+] (hydrochloric acid ammonium carbonate). Run in C(C)O (ethanol). Yields the product Cl.C(N)(=N)C1=CC=C(C=C1)OCC1=NC2=CC(=CC=C2C(=C1)C)N(CC(=O)OCC)S(=O)(=O)C=1C=CC=C2C=CC=NC12 (2-[(4-Amidinophenyl)-oxymethyl]-4-methyl-7-[N-(ethoxycarbonylmethyl)-quinoline-8-sulphonylamino)-quinoline-hydrochloride). As a reaction SMILES: [C:1]([C:3]1[CH:8]=[CH:7][C:6]([O:9][CH2:10][C:11]2[CH:20]=[C:19]([CH3:21])[C:18]3[C:13](=[CH:14][C:15]([N:22]([S:29]([C:32]4[CH:33]=[CH:34][CH:35]=[C:36]5[C:41]=4[N:40]=[CH:39][CH:38]=[CH:37]5)(=[O:31])=[O:30])[CH2:23][C:24]([O:26][CH2:27][CH3:28])=[O:25])=[CH:16][CH:17]=3)[N:12]=2)=[CH:5][CH:4]=1)#[N:2].[ClH:42].C(=O)([O-])[O-].[NH4+:47].[NH4+]>C(O)C>[ClH:42].[C:1]([C:3]1[CH:8]=[CH:7][C:6]([O:9][CH2:10][C:11]2[CH:20]=[C:19]([CH3:21])[C:18]3[C:13](=[CH:14][C:15]([N:22]([S:29]([C:32]4[CH:33]=[CH:34][CH:35]=[C:36]5[C:41]=4[N:40]=[CH:39][CH:38]=[CH:37]5)(=[O:30])=[O:31])[CH2:23][C:24]([O:26][CH2:27][CH3:28])=[O:25])=[CH:16][CH:17]=3)[N:12]=2)=[CH:5][CH:4]=1)(=[NH:47])[NH2:2] |f:1.2.3.4,6.7|. Procedure details: Prepared analogously to Example 1e from 2-[(4-cyanophenyl)-oxymethyl]-4-methyl-7-[N-(ethoxycarbonylmethyl)-quinoline-8-sulphonylamino)-quinoline and hydrochloric acid/ammonium carbonate in ethanol. Starting materials: C(CCC)[SnH](CCCC)CCCC (tributyltin hydride), [F-].[K+] (potassium fluoride), C(CCC)[SnH](CCCC)CCCC (tributyltin hydride), 2,2-azobisisobutyronitrile, 2,2-azobisisobutyronitrile, C(CCC)[SnH](CCCC)CCCC (tributyltin hydride), BrC1=C(SC=C1CC)CCC1=CC=2N(C(C=C(N2)O)=O)C=C1 (8-[2-(3-Bromo-4-ethyl-2-thienyl)ethyl]-2-hydroxy-4H-pyrido[1,2-a]pyrimidin-4-one), 2,2-azobisisobutyronitrile. The solvent is C1(=CC=CC=C1)C (toluene). Conditions: temperature 140 celsius. Product: C(C)C=1C=C(SC1)CCC1=CC=2N(C(C=C(N2)O)=O)C=C1 (8-[2-(4-Ethyl-2-thienyl)ethyl]-2-hydroxy-4H-pyrido[1,2-a]pyrimidin-4-one). Yield: 158.5%. Reaction SMILES: Br[C:2]1[C:6]([CH2:7][CH3:8])=[CH:5][S:4][C:3]=1[CH2:9][CH2:10][C:11]1[CH:22]=[CH:21][N:14]2[C:15](=[O:20])[CH:16]=[C:17]([OH:19])[N:18]=[C:13]2[CH:12]=1.C([SnH](CCCC)CCCC)CCC.[F-].[K+]>C1(C)C=CC=CC=1>[CH2:7]([C:6]1[CH:2]=[C:3]([CH2:9][CH2:10][C:11]2[CH:22]=[CH:21][N:14]3[C:15](=[O:20])[CH:16]=[C:17]([OH:19])[N:18]=[C:13]3[CH:12]=2)[S:4][CH:5]=1)[CH3:8] |f:2.3|. Reported procedure: 8-[2-(3-Bromo-4-ethyl-2-thienyl)ethyl]-2-hydroxy-4H-pyrido[1,2-a]pyrimidin-4-one (96 mg, 0.25 mmol) dissolved in toluene (6 ml) was added with tributyltin hydride (75 μl) and 2,2-azobisisobutyronitrile (4 mg, 0.025 mmol) and refluxed by heating at 140° C. Then 2,2-azobisisobutyronitrile and tributyltin hydride were further added until the reaction was completed while the progress of the reaction was monitored by LC-MS. 34 mg (0.22 mmol) of 2,2-azobisisobutyronitrile and 350 μl (1.30 mmol) of tri...